describe an organic reaction: reactants, conditions, products, and yield From a dataset of the Open Reaction Database (ORD), a public repository of structured organic reaction records. Starting materials: O.NN (hydrazine hydrate), C(=CCC)N1C(=C(C(=C1C)C)C=O)C(=O)OC (methyl 1-butenyl-3-formyl-4,5-dimethylpyrrole-2-carboxylate), ice water. Solvent: ClCCl (dichloromethane), C(C)(=O)O (acetic acid). Conditions: temperature 100 celsius, time 2 hour. The product is C(C=CC)N1C(=C(C2=C1C(NN=C2)=O)C)C (1-(2-butenyl)-2,3-dimethyl-6,7-dihydropyrrolo[2,3-d]-pyridazine-7-one). Yield: 85.3%. RXN SMILES: O.[NH2:2][NH2:3].[CH:4]([N:8]1[C:12]([CH3:13])=[C:11]([CH3:14])[C:10]([CH:15]=O)=[C:9]1[C:17]([O:19]C)=O)=[CH:5][CH2:6][CH3:7]>C(O)(=O)C.ClCCl>[CH2:4]([N:8]1[C:9]2[C:17](=[O:19])[NH:2][N:3]=[CH:15][C:10]=2[C:11]([CH3:14])=[C:12]1[CH3:13])[CH:5]=[CH:6][CH3:7] |f:0.1|. Reported procedure: 1.10 g (0.0220 mole) of hydrazine hydrate was added to a solution of 4.50 g (0.0191 mole) of methyl 1-butenyl-3-formyl-4,5-dimethylpyrrole-2-carboxylate (cis/trans=24/76) in 47 ml of acetic acid and the resulting mixture was stirred at 100° C. for 2 hours. The reaction mixture cooled to room temperature was poured into ice-water. Precipitated crystals were collected by filtration and washed with water. The crystals thus obtained were dissolved in 300 ml of dichloromethane and the solution was dr... Starting materials: [OH-].[Na+] (NaOH), BrC=1C(N(C(=CC1OCC1=C(C=C(C=C1)F)F)C)C=1C=C(C(=O)OC)C=CC1)=O (Methyl 3-[3-bromo-4-[(2,4-difluorobenzyl)oxy]-6-methyl-2-oxopyridin-1(2H)-yl]benzoate), Cl (HCl). Run in O1CCCC1 (tetrahydrofuran), CO (methanol). Conditions: time 1.5 hour. Product: BrC=1C(N(C(=CC1OCC1=C(C=C(C=C1)F)F)C)C=1C=C(C(=O)O)C=CC1)=O (3-[3-bromo-4-[(2,4-difluorobenzyl)oxy]-6-methyl-2-oxopyridin-1(2H)-yl]benzoic acid). The yield is 80.7%. Reaction SMILES: [Br:1][C:2]1[C:3](=[O:29])[N:4]([C:19]2[CH:20]=[C:21]([CH:26]=[CH:27][CH:28]=2)[C:22]([O:24]C)=[O:23])[C:5]([CH3:18])=[CH:6][C:7]=1[O:8][CH2:9][C:10]1[CH:15]=[CH:14][C:13]([F:16])=[CH:12][C:11]=1[F:17].[OH-].[Na+].Cl>CO.O1CCCC1>[Br:1][C:2]1[C:3](=[O:29])[N:4]([C:19]2[CH:20]=[C:21]([CH:26]=[CH:27][CH:28]=2)[C:22]([OH:24])=[O:23])[C:5]([CH3:18])=[CH:6][C:7]=1[O:8][CH2:9][C:10]1[CH:15]=[CH:14][C:13]([F:16])=[CH:12][C:11]=1[F:17] |f:1.2|. Procedure details: Methyl 3-[3-bromo-4-[(2,4-difluorobenzyl)oxy]-6-methyl-2-oxopyridin-1(2H)-yl]benzoate (from step 3) (10.0 g, 21.539 mmol) was dissolved in methanol (36 mL) and tetrahydrofuran (14 mL). 4N NaOH (13.5 mL, 53.847 mmol) was added. The resulting mixture was stirred for 1.5 hours at room temperature. The reaction was acidified (pH 2) with 4N HCl. The precipitate was collected by filtration to afford an off white solid (7.83 g, 81%) 1H NMR (400 MHz, DMSO-d6) δ 8.01 (dt, J=1.41, 7.65 Hz, 1H), 7.76 (app ... Starting materials: ice, OC1=CN=CC2=CC=CC=C12 (4-hydroxyisoquinoline), BrBr (bromine). Run in [OH-].[Na+] (sodium hydroxide), [OH-].[Na+] (sodium hydroxide). Run at temperature -5 celsius, time 3 hour. Product: BrC=1N=CC2=CC=CC=C2C1O (3-Bromo-4-hydroxyisoquinoline). As a reaction SMILES: [OH:1][C:2]1[C:11]2[C:6](=[CH:7][CH:8]=[CH:9][CH:10]=2)[CH:5]=[N:4][CH:3]=1.[Br:12]Br>[OH-].[Na+]>[Br:12][C:3]1[N:4]=[CH:5][C:6]2[C:11]([C:2]=1[OH:1])=[CH:10][CH:9]=[CH:8][CH:7]=2 |f:2.3|. Procedure: 6.0 g (41 mmol) of 4-hydroxyisoquinoline are dissolved in 50 ml of 10% strength sodium hydroxide solution, giving a yellowish brown color. The reaction mixture is cooled to -5° C. using an ice/common salt mixture. A mixture comprising 6.6 g (2.1 ml, 41 mmol) of bromine dissolved in 50 ml of 10% strength sodium hydroxide solution is added dropwise to this solution over a period of 1 hour. During this period, the temperature of the reaction solution must never exceed 0° C. After this time, the coo...